This data is from the Open Reaction Database (ORD), a public repository of structured organic reaction records. The task is: describe an organic reaction: reactants, conditions, products, and yield Starting materials: Cl (HCl), ClC=1C=C(CCl)C=CC1Cl (3,4-dichlorobenzyl chloride), C(C1=CC=CC=C1)NCCO (N-benzylethanolamine), C([O-])([O-])=O.[K+].[K+] (potassium carbonate). Run in CN(C=O)C (dimethylformamide). Yields the product C(C1=CC=CC=C1)N(CC1=CC(=C(C=C1)Cl)Cl)CCO (2-{N-benzyl-N-(3,4-dichlorobenzyl)amino}ethanol). Yield: 57.5%. As a reaction SMILES: [Cl:1][C:2]1[CH:3]=[C:4]([CH:7]=[CH:8][C:9]=1[Cl:10])[CH2:5]Cl.[CH2:11]([NH:18][CH2:19][CH2:20][OH:21])[C:12]1[CH:17]=[CH:16][CH:15]=[CH:14][CH:13]=1.C(=O)([O-])[O-].[K+].[K+].Cl>CN(C)C=O>[CH2:11]([N:18]([CH2:19][CH2:20][OH:21])[CH2:5][C:4]1[CH:7]=[CH:8][C:9]([Cl:10])=[C:2]([Cl:1])[CH:3]=1)[C:12]1[CH:17]=[CH:16][CH:15]=[CH:14][CH:13]=1 |f:2.3.4|. Procedure: To a solution of 13 g of 3,4-dichlorobenzyl chloride and 9.15 g of N-benzylethanolamine in 150 ml of dimethylformamide (DMF), 9 g of anhydrous potassium carbonate was added and the mixture was vigorously stirred. After stirring for 24 hours, the reaction mixture was acidified by adding 10% HCl and extracted with isopropyl ether. The aqueous phase was made basic with 10% sodium hydroxide solution and extracted with isopropyl ether. The extract was dried and the solvent was evaporated to produce t... Starting materials: C(C1=CC=CC=C1)N1C(=C(C=2C1=C(N=NC2)OCC2=CC=C(C=C2)F)CO)C (1-benzyl-7-(4-fluorobenzyloxy)-3-hydroxymethyl-2-methylpyrrolo [2,3-d]pyridazine), C1(CCCCC1)N=C=NC1CCCCC1 (dicyclohexylcarbodiimide), C(C)(=O)O (acetic acid). Run in O1CCCC1 (tetrahydrofuran). Yields the product C(C)(=O)OCC1=C(N(C2=C(N=NC=C21)OCC2=CC=C(C=C2)F)CC2=CC=CC=C2)C (3-Acetoxymethyl-1-benzyl-7-(4-fluorobenzyloxy)-2-methylpyrrolo[2,3-d]pyridazine). Yield: 55.0%. As a reaction SMILES: [CH2:1]([N:8]1[C:12]2=[C:13]([O:17][CH2:18][C:19]3[CH:24]=[CH:23][C:22]([F:25])=[CH:21][CH:20]=3)[N:14]=[N:15][CH:16]=[C:11]2[C:10]([CH2:26][OH:27])=[C:9]1[CH3:28])[C:2]1[CH:7]=[CH:6][CH:5]=[CH:4][CH:3]=1.C1(N=C=NC2CCCCC2)CCCCC1.[C:44](O)(=[O:46])[CH3:45]>O1CCCC1>[C:44]([O:27][CH2:26][C:10]1[C:11]2[C:12](=[C:13]([O:17][CH2:18][C:19]3[CH:20]=[CH:21][C:22]([F:25])=[CH:23][CH:24]=3)[N:14]=[N:15][CH:16]=2)[N:8]([CH2:1][C:2]2[CH:7]=[CH:6][CH:5]=[CH:4][CH:3]=2)[C:9]=1[CH3:28])(=[O:46])[CH3:45]. Reported procedure: 0.1 g (0.26 mmol) of 1-benzyl-7-(4-fluorobenzyloxy)-3-hydroxymethyl-2-methylpyrrolo [2,3-d]pyridazine, 0.164 g (0.8 mmol) of dicyclohexylcarbodiimide and 0.046 ml (0.8 mmol) of glacial acetic acid are reacted in 5 ml of anhydrous tetrahydrofuran as described for Example 7a. Yield: 55%, m.p.: 109°-110° C. Starting materials: Br, C1COCCO1, CCN=C=NCCCN(C)C, CC1Cc2[nH]cc(C(=O)O)c2-c2nccn21, Cl, Nc1ccccc1, [Na+], [OH-], O. The product is CC1Cc2[nH]cc(C(=O)Nc3ccccc3)c2-c2nccn21. As a reaction SMILES: [BrH:1].[CH2:40]1[O:41][CH2:42][CH2:43][O:44][CH2:45]1.[CH3:26][N:27]([CH3:28])[CH2:29][CH2:30][CH2:31][N:32]=[C:33]=[N:34][CH2:35][CH3:36].[CH3:2][CH:3]1[n:4]2[cH:5][cH:6][n:7][c:8]2-[c:9]2[c:10]([C:15](=[O:16])[OH:17])[cH:11][nH:12][c:13]2[CH2:14]1.[ClH:25].[NH2:18][c:19]1[cH:20][cH:21][cH:22][cH:23][cH:24]1.[Na+:38].[OH-:37].[OH2:39]>>[CH3:2][CH:3]1[n:4]2[cH:5][cH:6][n:7][c:8]2-[c:9]2[c:10]([C:15](=[O:17])[NH:18][c:19]3[cH:20][cH:21][cH:22][cH:23][cH:24]3)[cH:11][nH:12][c:13]2[CH2:14]1. Starting materials: C(C1=CC=CC=C1)C=1OC2=C(C1)C=C(C=C2)Br (2-Benzyl-5-bromobenzofuran), C(C)N(CCCCl)CC (3-diethylaminopropyl chloride), C(C1=CC=C(C=C1)OC)(=O)Cl (p-anisoyl chloride), C(C1=CC=CC=C1)C=1OC2=C(C1C(C1=CC=C(C=C1)OC)=O)C=C(C=C2)Br (2-benzyl-5-bromo-3-(4-methoxybenzoyl)benzofuran). The product is C(C1=CC=CC=C1)C=1OC2=C(C1C(C1=CC=C(C=C1)OCCCN(CC)CC)=O)C=C(C=C2)Br (2-Benzyl-5-bromo-3-[4-(3-diethylaminopropoxy)benzoyl]benzofuran). Reaction SMILES: C(C1OC2C=CC(Br)=CC=2C=1)C1C=CC=CC=1.C(Cl)(=O)C1C=CC(OC)=CC=1.[CH2:29]([C:36]1[O:37][C:38]2[CH:54]=[CH:53][C:52]([Br:55])=[CH:51][C:39]=2[C:40]=1[C:41](=[O:50])[C:42]1[CH:47]=[CH:46][C:45]([O:48][CH3:49])=[CH:44][CH:43]=1)[C:30]1[CH:35]=[CH:34][CH:33]=[CH:32][CH:31]=1.[CH2:56]([N:58]([CH2:63][CH3:64])[CH2:59][CH2:60]CCl)[CH3:57]>>[CH2:29]([C:36]1[O:37][C:38]2[CH:54]=[CH:53][C:52]([Br:55])=[CH:51][C:39]=2[C:40]=1[C:41](=[O:50])[C:42]1[CH:47]=[CH:46][C:45]([O:48][CH2:49][CH2:57][CH2:56][N:58]([CH2:63][CH3:64])[CH2:59][CH3:60])=[CH:44][CH:43]=1)[C:30]1[CH:31]=[CH:32][CH:33]=[CH:34][CH:35]=1. Procedure details: 2-Benzyl-5-bromobenzofuran is acylated with p-anisoyl chloride as described above and the resulting 2-benzyl-5-bromo-3-(4-methoxybenzoyl)benzofuran is demethylated and the product reacted with 3-diethylaminopropyl chloride as previously described to give the title compound.